From a dataset of the Open Reaction Database (ORD), a public repository of structured organic reaction records. describe an organic reaction: reactants, conditions, products, and yield Reactants: ClC1=CC(=CC=C1)C(=O)OO (3-chloroperbenzoic acid), FC=1C=C2C(=NC1)N(C=C2C2=NC=C(C(=N2)SC)F)S(=O)(=O)C2=CC=C(C=C2)C (5-fluoro-3-(5-fluoro-4-methylsulfanyl-pyrimidin-2-yl)-1-(p-tolylsulfonyl)pyrrolo[2,3-b]pyridine), FC=1C=C2C(=NC1)N(C=C2C2=NC=C(C(=N2)SC)F)S(=O)(=O)C2=CC=C(C=C2)C (5-fluoro-3-(5-fluoro-4-methylsulfanyl-pyrimidin-2-yl)-1-(p-tolylsulfonyl)pyrrolo[2,3-b]pyridine), ClC1=CC(=CC=C1)C(=O)OO (3-chloroperbenzoic acid), C(=O)([O-])[O-].[K+].[K+] (K2CO3). The reagents and catalysts are ClC1=CC(=CC=C1)C(=O)OO (3-chloroperbenzoic acid). The solvent is ClCCl (dichloromethane). Conditions: time 2 hour. The product is FC=1C=C2C(=NC1)N(C=C2C2=NC=C(C(=N2)S(=O)C)F)S(=O)(=O)C2=CC=C(C=C2)C (5-fluoro-3-(5-fluoro-4-methylsulfinyl-pyrimidin-2-yl)-1-(p-tolylsulfonyl)pyrrolo[2,3-b]pyridine). Yield: 96.0%. Reaction SMILES: [F:1][C:2]1[CH:3]=[C:4]2[C:10]([C:11]3[N:16]=[C:15]([S:17][CH3:18])[C:14]([F:19])=[CH:13][N:12]=3)=[CH:9][N:8]([S:20]([C:23]3[CH:28]=[CH:27][C:26]([CH3:29])=[CH:25][CH:24]=3)(=[O:22])=[O:21])[C:5]2=[N:6][CH:7]=1.ClC1C=CC=C(C(OO)=[O:38])C=1.C([O-])([O-])=O.[K+].[K+]>ClCCl.ClC1C=CC=C(C(OO)=O)C=1>[F:1][C:2]1[CH:3]=[C:4]2[C:10]([C:11]3[N:16]=[C:15]([S:17]([CH3:18])=[O:38])[C:14]([F:19])=[CH:13][N:12]=3)=[CH:9][N:8]([S:20]([C:23]3[CH:28]=[CH:27][C:26]([CH3:29])=[CH:25][CH:24]=3)(=[O:22])=[O:21])[C:5]2=[N:6][CH:7]=1 |f:2.3.4|. Procedure: 5-fluoro-3-(5-fluoro-4-methylsulfanyl-pyrimidin-2-yl)-1-(p-tolylsulfonyl)pyrrolo[2,3-b]pyridine, 24a, (2.30 g, 5.32 mmol) was dissolved in dichloromethane (107 mL) and treated portionwise with 3-chloroperbenzoic acid (1.19 g, 5.30 mmol), keeping the temperature below 20° C. After stirring for 2 hours, another portion of 3-chloroperbenzoic acid (0.18 g, 0.80 mmol) was added, and stirring was continued for another hour. A third portion of 3-chloroperbenzoic acid (0.07 g, 0.05 mmol) was added and s...